Dataset: the Open Reaction Database (ORD), a public repository of structured organic reaction records. Task: describe an organic reaction: reactants, conditions, products, and yield The reactants are example 1 ( l ), C(C)(C)(C)OC(=O)N1C[C@H]([C@@H]([C@H](C1)OCC1=CC2=CC=CC=C2C(=C1)OC)C1=CC=C(C=C1)OCCCOC1=C(C=CC=C1)C#N)OC[C@@H](COC)O ((3S,4R,5R)-4-[4-[3-(2-cyano-phenoxy)-propoxy]-phenyl]-3-[(2R)-2-hydroxy-3-methoxy-propoxy]-5-(4-methoxy-naphthalen-2-ylmethoxy)-piperidine-1-carboxylic acid tert-butyl ester), Cl (HCl). The solvent is CO (methanol). Product: O[C@@H](CO[C@@H]1CNC[C@@H]([C@H]1C1=CC=C(OCCCOC2=C(C#N)C=CC=C2)C=C1)OCC1=CC2=CC=CC=C2C(=C1)OC)COC (2-[3-[4-[(3S,4R,5R)-3-[(2R)-2-hydroxy-3-methoxy-propoxy]-5-(4-methoxy-naphthalen-2-ylmethoxy)-piperidin-4-yl]-phenoxy]-propoxy]-benzonitrile). RXN SMILES: C(OC([N:8]1[CH2:13][C@H:12]([O:14][CH2:15][C:16]2[CH:25]=[C:24]([O:26][CH3:27])[C:23]3[C:18](=[CH:19][CH:20]=[CH:21][CH:22]=3)[CH:17]=2)[C@@H:11]([C:28]2[CH:33]=[CH:32][C:31]([O:34][CH2:35][CH2:36][CH2:37][O:38][C:39]3[CH:44]=[CH:43][CH:42]=[CH:41][C:40]=3[C:45]#[N:46])=[CH:30][CH:29]=2)[C@H:10]([O:47][CH2:48][C@H:49]([OH:53])[CH2:50][O:51][CH3:52])[CH2:9]1)=O)(C)(C)C.Cl>CO>[OH:53][C@H:49]([CH2:50][O:51][CH3:52])[CH2:48][O:47][C@H:10]1[C@H:11]([C:28]2[CH:29]=[CH:30][C:31]([O:34][CH2:35][CH2:36][CH2:37][O:38][C:39]3[CH:44]=[CH:43][CH:42]=[CH:41][C:40]=3[C:45]#[N:46])=[CH:32][CH:33]=2)[C@@H:12]([O:14][CH2:15][C:16]2[CH:25]=[C:24]([O:26][CH3:27])[C:23]3[C:18](=[CH:19][CH:20]=[CH:21][CH:22]=3)[CH:17]=2)[CH2:13][NH:8][CH2:9]1. Procedure details: In analogy to the procedure described in example 1 (l) the (3S,4R,5R)-4-[4-[3-(2-cyano-phenoxy)-propoxy]-phenyl]-3-[(2R)-2-hydroxy-3-methoxy-propoxy]-5-(4-methoxy-naphthalen-2-ylmethoxy)-piperidine-1-carboxylic acid tert-butyl ester was deprotected with HCl in methanol to yield the 2-[3-[4-[(3S,4R,5R)-3-[(2R)-2-hydroxy-3-methoxy-propoxy]-5-(4-methoxy-naphthalen-2-ylmethoxy)-piperidin-4-yl]-phenoxy]-propoxy]-benzonitrile as colorless oil; MS: 627 (M+H)+.